Task: describe an organic reaction: reactants, conditions, products, and yield. Dataset: the Open Reaction Database (ORD), a public repository of structured organic reaction records Reactants: C=O (Formaldehyde), C(C1=CC=CC=C1)OC(=O)N1CCC(CC1)C(C(=O)O)C(=O)O (2-(1-Benzyloxycarbonyl-piperidin-4-yl)-malonic acid), C(C)(=O)O (acetic acid), N1CCOCC1 (morpholine). Solvent: O1CCCC1 (tetrahydrofuran). Yields the product C(C1=CC=CC=C1)OC(=O)N1CCC(CC1)C(=C)C(=O)O (4-(1-Carboxy-vinyl)-piperidine-1-carboxylic acid benzyl ester). Yield: 102.4%. As a reaction SMILES: [CH2:1]([O:8][C:9]([N:11]1[CH2:16][CH2:15][CH:14]([CH:17]([C:21](O)=O)[C:18]([OH:20])=[O:19])[CH2:13][CH2:12]1)=[O:10])[C:2]1[CH:7]=[CH:6][CH:5]=[CH:4][CH:3]=1.N1CCOCC1.C(O)(=O)C.C=O>O1CCCC1>[CH2:1]([O:8][C:9]([N:11]1[CH2:12][CH2:13][CH:14]([C:17]([C:18]([OH:20])=[O:19])=[CH2:21])[CH2:15][CH2:16]1)=[O:10])[C:2]1[CH:3]=[CH:4][CH:5]=[CH:6][CH:7]=1. Procedure: 2-(1-Benzyloxycarbonyl-piperidin-4-yl)-malonic acid (18.06 g) was dissolved in tetrahydrofuran (140 ml) and morpholine (4.95 ml) followed by acetic acid (6.43 ml) was added, forming a white precipitate. Formaldehyde (4.56 g) was added, causing the precipitate to disappear, and the mixture heated to reflux for 4 h. The solvent was evaporated, diethyl ether (50 ml) added and the mixture extracted with water (3×60 ml). The aqueous was acidified to pH=3 with citric acid and extracted with diethyl et... Reactants: FC1=C(N)C=CC(=C1)[N+](=O)[O-] (2-fluoro-4-nitroaniline), ClC(=O)OC(Cl)(Cl)Cl (trichloromethyl chloroformate). Run in C1(=CC=CC=C1)C (toluene). Reaction conditions: time 18 hour. Yields the product FC1=C(C=CC(=C1)[N+](=O)[O-])N=C=O (2-fluoro-4-nitrophenyl isocyanate). Isolated yield 199.5%. RXN SMILES: [F:1][C:2]1[CH:8]=[C:7]([N+:9]([O-:11])=[O:10])[CH:6]=[CH:5][C:3]=1[NH2:4].Cl[C:13](OC(Cl)(Cl)Cl)=[O:14]>C1(C)C=CC=CC=1>[F:1][C:2]1[CH:8]=[C:7]([N+:9]([O-:11])=[O:10])[CH:6]=[CH:5][C:3]=1[N:4]=[C:13]=[O:14]. Procedure details: A solution of 9.4 grams (0.06 mole) of 2-fluoro-4-nitroaniline in 200 mL of toluene was stirred, and 5.9 grams (0.03 mole) of trichloromethyl chloroformate was added dropwise. Upon completion of addition, the reaction mixture was warmed to reflux, where it stirred for about 18 hours. After this time the reaction mixture was cooled and concentrated under reduced pressure, yielding about 10.9 grams of 2-fluoro-4-nitrophenyl isocyanate. The reaction product was used immediately in the next step. Starting materials: ClC=1C=C(C(=O)OO)C=CC1 (m-chloroperoxybenzoic acid), ice, C1(CCCC1)SCC(=O)NC1=NN2C(N=CC(=C2)C)=C1C1=CC(=C(C=C1)F)C (2-(cyclopentylthio)-N-[3-(4-fluoro-3-methylphenyl)-6-methylpyrazolo[1,5-a]pyrimidin-2-yl]acetamide). The solvent is C(Cl)(Cl)Cl (CHCl3). Conditions: time 15 minute. Product: C1(CCCC1)S(=O)CC(=O)NC1=NN2C(N=CC(=C2)C)=C1C1=CC(=C(C=C1)F)C (2-(cyclopentylsulfinyl)-N-[3-(4-fluoro-3-methylphenyl)-6-methylpyrazolo[1,5-a]pyrimidin-2-yl]acetamide). RXN SMILES: ClC1C=C(C=CC=1)C(OO)=[O:6].[CH:12]1([S:17][CH2:18][C:19]([NH:21][C:22]2[C:31]([C:32]3[CH:37]=[CH:36][C:35]([F:38])=[C:34]([CH3:39])[CH:33]=3)=[C:25]3[N:26]=[CH:27][C:28]([CH3:30])=[CH:29][N:24]3[N:23]=2)=[O:20])[CH2:16][CH2:15][CH2:14][CH2:13]1>C(Cl)(Cl)Cl>[CH:12]1([S:17]([CH2:18][C:19]([NH:21][C:22]2[C:31]([C:32]3[CH:37]=[CH:36][C:35]([F:38])=[C:34]([CH3:39])[CH:33]=3)=[C:25]3[N:26]=[CH:27][C:28]([CH3:30])=[CH:29][N:24]3[N:23]=2)=[O:20])=[O:6])[CH2:16][CH2:15][CH2:14][CH2:13]1. Reported procedure: Solid m-chloroperoxybenzoic acid (30 mg, about 50% titre, 0.10 mmol) was added to an ice-cooled solution of the product from Example 143D (37 mg, 0.093 mmol) in CHCl3 (7 mL). The yellow solution was stirred with ice cooling for 15 minutes, then transferred to a test tube and washed with 20% Na2CO3 (4 mL). The organic phase was concentrated under vacuum, and the residue purified by HPLC (30×100 mm XBridge column eluted with aqueous 0.1 M (NH4)2CO3-MeOH, 80:20-0:100 over 15 min), then by flash chr... The reactants are ClC=1N=C(NC1CC)C(=O)N[C@H]1[C@@H](CN(CC1)C(=O)OC(C)(C)C)NCC (tert-butyl trans(±)-4-{[(4-chloro-5-ethyl-1H-imidazol-2-yl)carbonyl]amino}-3-(ethylamino)piperidine-1-carboxylate), C([O-])([O-])=O.[Na+].[Na+] (sodium carbonate), Cl.O1CCOCC1 (hydrochloric acid 1,4-dioxane), BrC=1SC2=C(N1)C=CC=C2C(=O)OCC (ethyl 2-bromo-1,3-benzothiazole-7-carboxylate). Yields the product ClC=1N=C(NC1CC)C(=O)N[C@H]1[C@@H](CN(CC1)C=1SC2=C(N1)C=CC=C2C(=O)OCC)NCC (Ethyl trans(±)-2-(4-{[(4-chloro-5-ethyl-1H-imidazol-2-yl)carbonyl]amino}-3-(ethylamino)piperidin-1-yl)-1,3-benzothiazole-7-carboxylate). Yield: 47.1%. Reaction SMILES: [Cl:1][C:2]1[N:3]=[C:4]([C:9]([NH:11][C@@H:12]2[CH2:17][CH2:16][N:15]([C:18](OC(C)(C)C)=O)[CH2:14][C@H:13]2[NH:25][CH2:26][CH3:27])=[O:10])[NH:5][C:6]=1[CH2:7][CH3:8].Cl.O1CCOCC1.BrC1[S:37][C:38]2[C:44]([C:45]([O:47][CH2:48][CH3:49])=[O:46])=[CH:43][CH:42]=[CH:41][C:39]=2[N:40]=1.C(=O)([O-])[O-].[Na+].[Na+]>>[Cl:1][C:2]1[N:3]=[C:4]([C:9]([NH:11][C@@H:12]2[CH2:17][CH2:16][N:15]([C:18]3[S:37][C:38]4[C:44]([C:45]([O:47][CH2:48][CH3:49])=[O:46])=[CH:43][CH:42]=[CH:41][C:39]=4[N:40]=3)[CH2:14][C@H:13]2[NH:25][CH2:26][CH3:27])=[O:10])[NH:5][C:6]=1[CH2:7][CH3:8] |f:1.2,4.5.6|. Procedure: The same operation as in Example (196c) was performed using tert-butyl trans(±)-4-{[(4-chloro-5-ethyl-1H-imidazol-2-yl)carbonyl]amino}-3-(ethylamino)piperidine-1-carboxylate obtained in Example (207a) (25.0 mg, 0.063 mmol), 4 N hydrochloric acid/1,4-dioxane (1 mL), ethyl 2-bromo-1,3-benzothiazole-7-carboxylate obtained in Example (1f) (21 mg, 0.075 mmol) and sodium carbonate (66 mg, 0.625 mmol), to obtain 15 mg of the title compound (48%) as a colorless solid. Starting materials: Cc1ccc2c(c1)c1c(n2CC(=O)O)CCN(C)C1, CC1CCCNC1, CN(C)c1ccncc1, C(=NC1CCCCC1)=NC1CCCCC1, ClCCl. Product: Cc1ccc2c(c1)c1c(n2CC(=O)N2CCCC(C)C2)CCN(C)C1. As a reaction SMILES: [CH3:1][N:2]1[CH2:3][c:4]2[c:5]([n:6]([CH2:14][C:15](=[O:16])[OH:17])[c:7]3[cH:8][cH:9][c:10]([CH3:13])[cH:11][c:12]23)[CH2:18][CH2:19]1.[CH3:20][CH:21]1[CH2:22][NH:23][CH2:24][CH2:25][CH2:26]1.[CH3:42][N:43]([c:44]1[cH:45][cH:46][n:47][cH:48][cH:49]1)[CH3:50].[CH:27]1([N:28]=[C:29]=[N:30][CH:31]2[CH2:32][CH2:33][CH2:34][CH2:35][CH2:36]2)[CH2:37][CH2:38][CH2:39][CH2:40][CH2:41]1.[Cl:51][CH2:52][Cl:53]>>[CH3:1][N:2]1[CH2:3][c:4]2[c:5]([n:6]([CH2:14][C:15](=[O:17])[N:23]3[CH2:22][CH:21]([CH3:20])[CH2:26][CH2:25][CH2:24]3)[c:7]3[cH:8][cH:9][c:10]([CH3:13])[cH:11][c:12]23)[CH2:18][CH2:19]1.